describe an organic reaction: reactants, conditions, products, and yield From a dataset of the Open Reaction Database (ORD), a public repository of structured organic reaction records. The reactants are C1=CC=CC1 (Cyclopentadiene), [B]([C@@H]1C[C@@H]2C[C@H]([C@H]1C)C2(C)C)[C@@H]3C[C@@H]4C[C@H]([C@H]3C)C4(C)C ((-)-Diisopinocampheylborane), O1CCCC1 (tetrahydrofuran), [Na] (sodium), ClCOCC1=CC=CC=C1 (benzyl chloromethyl ether), O1CCCC1 (tetrahydrofuran). Conditions: time 1.5 hour. Yields the product C1(=CC=CC=C1)COC[C@@H]1[C@H](CC=C1)O ((1S-trans)-2-[(Phenylmethoxy)methyl]-3-cyclopenten-1-ol). As a reaction SMILES: [CH:1]1[CH2:5][CH:4]=[CH:3][CH:2]=1.[Na].Cl[CH2:8][O:9][CH2:10][C:11]1[CH:16]=[CH:15][CH:14]=[CH:13][CH:12]=1.[B]([C@H]1[C@H](C)[C@@H]2C(C)(C)[C@@H](C2)C1)[C@H]1[C@H](C)[C@@H]2C(C)(C)[C@@H](C2)C1.[O:38]1CCCC1>>[C:11]1([CH2:10][O:9][CH2:8][C@H:2]2[CH:1]=[CH:5][CH2:4][C@@H:3]2[OH:38])[CH:16]=[CH:15][CH:14]=[CH:13][CH:12]=1 |^1:5,16|. Reported procedure: Cyclopentadiene (39 g., 0.59 mol.) at -20° was added over 35 minutes to a stirred mixture of 31.0 g. of 40% sodium sand in mineral oil (0.54 g. atm.) in 264 ml. of dry tetrahydrofuran at -15°. The mixture was stirred at -10° for 1.5 hours, warmed to 0°, and cannulated to an addition funnel at 0°. The mixture was then added over 30 minutes to a stirred solution of benzyl chloromethyl ether (100 g., 0.64 mol.) in 200 ml. of tetrahydrofuran at -50° to -55°. The mixture was stirred at -55° to -40° f... Starting materials: CC(C)(C)[Si](C)(C)OC(CCCC(=O)N1C(=O)OCC1c1ccccc1)c1ccc(F)cc1, O=C(O)C(O)C(O)C(=O)O, CCN(C(C)C)C(C)C, C[Si](C)(C)Cl, CC(=O)O, [Cl-], [Cl-], [Cl-], [Cl-], Oc1ccc(C=Nc2ccc(F)cc2)cc1, [Na+], O=S([O-])O, [Ti+4]. The product is CC(C)(C)[Si](C)(C)OC(CCC(C(=O)N1C(=O)OCC1c1ccccc1)C(Nc1ccc(F)cc1)c1ccc(O)cc1)c1ccc(F)cc1. RXN SMILES: [C:1]([CH3:2])([CH3:3])([CH3:4])[Si:5]([O:6][CH:7]([CH2:8][CH2:9][CH2:10][C:11](=[O:12])[N:13]1[C:14](=[O:24])[O:15][CH2:16][CH:17]1[c:18]1[cH:19][cH:20][cH:21][cH:22][cH:23]1)[c:25]1[cH:26][cH:27][c:28]([F:31])[cH:29][cH:30]1)([CH3:32])[CH3:33].[C:64]([OH:65])(=[O:66])[CH:67]([CH:68]([C:69]([OH:70])=[O:71])[OH:72])[OH:73].[CH2:50]([N:51]([CH:52]([CH3:53])[CH3:54])[CH:55]([CH3:56])[CH3:57])[CH3:58].[CH3:59][Si:60]([Cl:61])([CH3:62])[CH3:63].[CH3:84][C:85](=[O:86])[OH:87].[Cl-:79].[Cl-:80].[Cl-:81].[Cl-:82].[F:34][c:35]1[cH:36][cH:37][c:38]([N:41]=[CH:42][c:43]2[cH:44][cH:45][c:46]([OH:49])[cH:47][cH:48]2)[cH:39][cH:40]1.[Na+:74].[OH:75][S:76](=[O:77])[O-:78].[Ti+4:83]>>[C:1]([CH3:2])([CH3:3])([CH3:4])[Si:5]([O:6][CH:7]([CH2:8][CH2:9][CH:10]([C:11](=[O:12])[N:13]1[C:14](=[O:24])[O:15][CH2:16][CH:17]1[c:18]1[cH:19][cH:20][cH:21][cH:22][cH:23]1)[CH:42]([NH:41][c:38]1[cH:37][cH:36][c:35]([F:34])[cH:40][cH:39]1)[c:43]1[cH:44][cH:45][c:46]([OH:49])[cH:47][cH:48]1)[c:25]1[cH:26][cH:27][c:28]([F:31])[cH:29][cH:30]1)([CH3:32])[CH3:33].